This data is from the Open Reaction Database (ORD), a public repository of structured organic reaction records. The task is: describe an organic reaction: reactants, conditions, products, and yield The reactants are diamine, N#CBr (cyanogen bromide), CC(C)(C)[Si](O[C@H]1C(N(CC1)CC#C)=O)(C)C ((R)-3-[[(1,1-dimethylethyl)dimethylsilyl]oxy]-1-propargyl-2-pyrrolidinone), C(C)NCC (diethylamine), C=O (paraformaldehyde), cuprous chloride. Solvent: C(C)OCC (diethyl ether), O1CCOCC1 (dioxane), C(C)(=O)O (acetic acid). Product: BrCC#CCN1C([C@@H](CC1)O[Si](C)(C)C(C)(C)C)=O ((R)-1-(4-Bromo-2-butynyl)-3-[[(1,1-dimethylethyl)dimethylsilyl]oxy]-2-pyrrolidinone). The yield is 17.9%. RXN SMILES: [CH3:1][C:2]([Si:5]([CH3:17])([CH3:16])[O:6][C@@H:7]1[CH2:11][CH2:10][N:9]([CH2:12][C:13]#[CH:14])[C:8]1=[O:15])([CH3:4])[CH3:3].C(NCC)C.C=O.N#[C:26][Br:27]>C(OCC)C.O1CCOCC1.C(O)(=O)C>[Br:27][CH2:26][C:14]#[C:13][CH2:12][N:9]1[CH2:10][CH2:11][C@@H:7]([O:6][Si:5]([C:2]([CH3:1])([CH3:3])[CH3:4])([CH3:17])[CH3:16])[C:8]1=[O:15]. Procedure details: The title compound is prepared by the procedure of Example 23 using 10.7 g of (R)-3-[[(1,1-dimethylethyl)dimethylsilyl]oxy]-1-propargyl-2-pyrrolidinone, 8.7 ml of diethylamine, 3.2 g of paraformaldehyde, 0.10 g of cuprous chloride, 15 ml of lo acetic acid and 100 ml of dioxane. Ten grams of the diamine intermediate is treated with 3.5 g of cyanogen bromide in 150 ml of diethyl ether to give 2.05 g of the desired compound as a yellow oil. Reactants: CCC(O)(C=Cc1ccc(C(CC)(CC)c2cc(C)c(-c3cncc(CC(=O)OC)c3)c(C)c2)cc1C)CC, CO, [Cl-], [NH4+], [Na+], C1CCOC1, [OH-]. Yields the product CCC(O)(C=Cc1ccc(C(CC)(CC)c2cc(C)c(-c3cncc(CC(=O)O)c3)c(C)c2)cc1C)CC. Reaction SMILES: [CH3:3][O:4][C:5]([CH2:6][c:7]1[cH:8][n:9][cH:10][c:11](-[c:13]2[c:14]([CH3:40])[cH:15][c:16]([C:20]([CH2:21][CH3:22])([c:23]3[cH:24][c:25]([CH3:37])[c:26]([CH:29]=[CH:30][C:31]([CH2:32][CH3:33])([OH:34])[CH2:35][CH3:36])[cH:27][cH:28]3)[CH2:38][CH3:39])[cH:17][c:18]2[CH3:19])[cH:12]1)=[O:41].[CH3:49][OH:50].[Cl-:42].[NH4+:43].[Na+:2].[O:44]1[CH2:45][CH2:46][CH2:47][CH2:48]1.[OH-:1]>>[O:4]=[C:5]([CH2:6][c:7]1[cH:8][n:9][cH:10][c:11](-[c:13]2[c:14]([CH3:40])[cH:15][c:16]([C:20]([CH2:21][CH3:22])([c:23]3[cH:24][c:25]([CH3:37])[c:26]([CH:29]=[CH:30][C:31]([CH2:32][CH3:33])([OH:34])[CH2:35][CH3:36])[cH:27][cH:28]3)[CH2:38][CH3:39])[cH:17][c:18]2[CH3:19])[cH:12]1)[OH:41]. Reactants: C1(=CC=CC=C1)C(C(=O)N=C=O)C1=CC=CC=C1 (diphenylacetyl isocyanate), COC=1C=C(C=CC1OC)CCO (2-(3,4-dimethoxy-phenyl)-ethanol). The product is COC=1C=C(C=CC1OC)CCOC(NC(C(C1=CC=CC=C1)C1=CC=CC=C1)=O)=O (Diphenylacetyl-carbamic acid 2-(3,4-dimethoxy-phenyl)ethyl ester). RXN SMILES: [C:1]1([CH:7]([C:13]2[CH:18]=[CH:17][CH:16]=[CH:15][CH:14]=2)[C:8]([N:10]=[C:11]=[O:12])=[O:9])[CH:6]=[CH:5][CH:4]=[CH:3][CH:2]=1.[CH3:19][O:20][C:21]1[CH:22]=[C:23]([CH2:29][CH2:30][OH:31])[CH:24]=[CH:25][C:26]=1[O:27][CH3:28]>>[CH3:19][O:20][C:21]1[CH:22]=[C:23]([CH2:29][CH2:30][O:31][C:11](=[O:12])[NH:10][C:8](=[O:9])[CH:7]([C:1]2[CH:6]=[CH:5][CH:4]=[CH:3][CH:2]=2)[C:13]2[CH:18]=[CH:17][CH:16]=[CH:15][CH:14]=2)[CH:24]=[CH:25][C:26]=1[O:27][CH3:28]. Reported procedure: The title compound, white solid, m.p. 144° C. and MS: m/e=419.5 (M+H+) was prepared in accordance with the general method of example 1 from diphenylacetyl isocyanate and 2-(3,4-dimethoxy-phenyl)-ethanol.